Dataset: the Open Reaction Database (ORD), a public repository of structured organic reaction records. Task: describe an organic reaction: reactants, conditions, products, and yield Reactants: Brc1ccc2cc(Br)ccc2c1, COCCOC, Cc1ccccc1, [Na+], [Na+], O=C([O-])[O-], O, OB(O)c1ccccc1, c1ccc(P(c2ccccc2)(c2ccccc2)[Pd](P(c2ccccc2)(c2ccccc2)c2ccccc2)(P(c2ccccc2)(c2ccccc2)c2ccccc2)P(c2ccccc2)(c2ccccc2)c2ccccc2)cc1. Yields the product Brc1ccc2cc(-c3ccccc3)ccc2c1. RXN SMILES: [Br:10][c:11]1[cH:12][c:13]2[cH:14][cH:15][c:16]([Br:21])[cH:17][c:18]2[cH:19][cH:20]1.[CH2:22]([CH2:23][O:24][CH3:25])[O:26][CH3:27].[CH3:112][c:113]1[cH:114][cH:115][cH:116][cH:117][cH:118]1.[Na+:28].[Na+:29].[O-:30][C:31](=[O:32])[O-:33].[OH2:111].[OH:1][B:2]([OH:3])[c:4]1[cH:5][cH:6][cH:7][cH:8][cH:9]1.[cH:34]1[cH:35][cH:36][c:37]([P:38]([Pd:39]([P:40]([c:41]2[cH:42][cH:43][cH:44][cH:45][cH:46]2)([c:47]2[cH:48][cH:49][cH:50][cH:51][cH:52]2)[c:53]2[cH:54][cH:55][cH:56][cH:57][cH:58]2)([P:59]([c:60]2[cH:61][cH:62][cH:63][cH:64][cH:65]2)([c:66]2[cH:67][cH:68][cH:69][cH:70][cH:71]2)[c:72]2[cH:73][cH:74][cH:75][cH:76][cH:77]2)[P:78]([c:79]2[cH:80][cH:81][cH:82][cH:83][cH:84]2)([c:85]2[cH:86][cH:87][cH:88][cH:89][cH:90]2)[c:91]2[cH:92][cH:93][cH:94][cH:95][cH:96]2)([c:97]2[cH:98][cH:99][cH:100][cH:101][cH:102]2)[c:103]2[cH:104][cH:105][cH:106][cH:107][cH:108]2)[cH:109][cH:110]1>>[c:4]1(-[c:11]2[cH:12][c:13]3[cH:14][cH:15][c:16]([Br:21])[cH:17][c:18]3[cH:19][cH:20]2)[cH:5][cH:6][cH:7][cH:8][cH:9]1.